The task is: describe an organic reaction: reactants, conditions, products, and yield. This data is from the Open Reaction Database (ORD), a public repository of structured organic reaction records. The reactants are Cl, O=C(NC1CCN(Cc2ccccc2)CC1O)c1ccccc1. The product is NC1CCN(Cc2ccccc2)CC1O. RXN SMILES: [ClH:24].[OH:1][CH:2]1[CH2:3][N:4]([CH2:17][c:18]2[cH:19][cH:20][cH:21][cH:22][cH:23]2)[CH2:5][CH2:6][CH:7]1[NH:8][C:9](=[O:10])[c:11]1[cH:12][cH:13][cH:14][cH:15][cH:16]1>>[OH:1][CH:2]1[CH2:3][N:4]([CH2:17][c:18]2[cH:19][cH:20][cH:21][cH:22][cH:23]2)[CH2:5][CH2:6][CH:7]1[NH2:8]. The reagents and catalysts are [Pd] (Pd/C). Starting materials: OC=1C=C(C=CC1[N+](=O)[O-])C(C(=O)O)C (2-(3-hydroxy-4-nitro-phenyl)-propionic acid). Reaction conditions: time 3 hour. Procedure details: To a stirred solution of 2-(3-hydroxy-4-nitro-phenyl)-propionic acid (1.28 g) in THF (20 mL) and EtOH (20 mL) was slowly added 10% Pd/C (0.12 g) at room temperature. After being hydrogenated for 3 h with H2 balloon, the reaction mixture was filtered through celite pad and washed with EtOH. The filtrate was concentrated in vacuo to afford the product as yellow solid. (1.08 g, 98.4%) The solvent is C1CCOC1 (THF), CCO (EtOH). RXN SMILES: [OH:1][C:2]1[CH:3]=[C:4]([CH:11]([CH3:15])[C:12]([OH:14])=[O:13])[CH:5]=[CH:6][C:7]=1[N+:8]([O-])=O>C1COCC1.CCO.[Pd]>[NH2:8][C:7]1[CH:6]=[CH:5][C:4]([CH:11]([CH3:15])[C:12]([OH:14])=[O:13])=[CH:3][C:2]=1[OH:1]. The product is NC1=C(C=C(C=C1)C(C(=O)O)C)O (2-(4-Amino-3-hydroxy-phenyl)-propionic acid). Starting materials: O(C1=CC=CC=C1)C1=C(C#N)C=CC=N1 (2-phenoxynicotinonitrile). Reagents/catalysts: [Ni] (nickel). The product is O(C1=CC=CC=C1)C1=NC=CC=C1CN ((2-phenoxypyridin-3-yl)methylamine). Reaction SMILES: [O:1]([C:8]1[N:15]=[CH:14][CH:13]=[CH:12][C:9]=1[C:10]#[N:11])[C:2]1[CH:7]=[CH:6][CH:5]=[CH:4][CH:3]=1>[Ni]>[O:1]([C:8]1[C:9]([CH2:10][NH2:11])=[CH:12][CH:13]=[CH:14][N:15]=1)[C:2]1[CH:7]=[CH:6][CH:5]=[CH:4][CH:3]=1. Procedure: 2-phenoxynicotinonitrile and Raney/nickel were processed according to the Example 78B to afford the title compound. MS (ESI+) m/z 201 (M+H)+ Yields the product COC1=CC(=C(C(=C1)C)S(=O)(=O)N1[C@@H](CCC1)COCC(=O)OC(C)(C)C)C ((S)-tert-Butyl 2-((1-(4-methoxy-2,6-dimethylphenylsulfonyl)pyrrolidin-2-yl)methoxy)acetate). Reagents/catalysts: [Cl-].C(CCC)[N+](CCCC)(CCCC)CCCC (tetra-n-butylammonium chloride). RXN SMILES: [CH3:1][O:2][C:3]1[CH:8]=[C:7]([CH3:9])[C:6]([S:10]([N:13]2[CH2:17][CH2:16][CH2:15][C@H:14]2[CH2:18][OH:19])(=[O:12])=[O:11])=[C:5]([CH3:20])[CH:4]=1.[OH-].[Na+].Br[CH2:24][C:25]([O:27][C:28]([CH3:31])([CH3:30])[CH3:29])=[O:26]>ClCCl.[Cl-].C([N+](CCCC)(CCCC)CCCC)CCC>[CH3:1][O:2][C:3]1[CH:4]=[C:5]([CH3:20])[C:6]([S:10]([N:13]2[CH2:17][CH2:16][CH2:15][C@H:14]2[CH2:18][O:19][CH2:24][C:25]([O:27][C:28]([CH3:31])([CH3:30])[CH3:29])=[O:26])(=[O:11])=[O:12])=[C:7]([CH3:9])[CH:8]=1 |f:1.2,5.6|. Procedure: To a solution of (S)-(1-(4-methoxy-2,6-dimethylphenylsulfonyl)pyrrolidin-2-yl)methanol (2.7 g, 9.0303 mmol) in dichloromethane (45 ml) was added 35% aq NaOH solution (45 ml) followed by addition of tetra-n-butylammonium chloride (290 mg, 0.09308 mmol). The reaction mixture was stirred for 15 min at room temperature. Then it was cooled to 0° C. and tert-butyl 2-bromoacetate (1.7 ml, 10.83 mmol) was added and the mixture stirred for 2 h at room temperature. After completion of the reaction the org... Run in ClCCl (dichloromethane). Reactants: COC1=CC(=C(C(=C1)C)S(=O)(=O)N1[C@@H](CCC1)CO)C ((S)-(1-(4-methoxy-2,6-dimethylphenylsulfonyl)pyrrolidin-2-yl)methanol), [OH-].[Na+] (NaOH), BrCC(=O)OC(C)(C)C (tert-butyl 2-bromoacetate). Isolated yield 81.0%. Conditions: time 15 minute. Starting materials: O (water), [H-].[Na+] (NaH), OC1=CC=C2C=CNC2=C1 (6-hydroxyindole), ClC1=NC=C(C=C1)[N+](=O)[O-] (2-Chloro-5-nitropyridine). The solvent is CN1CCCC1=O (NMP). Run at time 2 hour. Product: [N+](=O)([O-])C=1C=CC(=NC1)OC1=CC=C2C=CNC2=C1 (6-(5-Nitropyridin-2-yloxy)-1H-indole). Reaction SMILES: [H-].[Na+].[OH:3][C:4]1[CH:12]=[C:11]2[C:7]([CH:8]=[CH:9][NH:10]2)=[CH:6][CH:5]=1.Cl[C:14]1[CH:19]=[CH:18][C:17]([N+:20]([O-:22])=[O:21])=[CH:16][N:15]=1.O>CN1C(=O)CCC1>[N+:20]([C:17]1[CH:18]=[CH:19][C:14]([O:3][C:4]2[CH:12]=[C:11]3[C:7]([CH:8]=[CH:9][NH:10]3)=[CH:6][CH:5]=2)=[N:15][CH:16]=1)([O-:22])=[O:21] |f:0.1|. Procedure: NaH (1.1 equivalents) is added to a solution of 6-hydroxyindole (1.0 equivalent) in NMP. The resulting mixture is stirred for 2 hours at room temperature. 2-Chloro-5-nitropyridine (1.1 equivalents) is added and the solution is heated to 100° C. for 2 hours. The solution is cooled and poured into water. The aqueous layer is extracted with EtOAc three times. The organic layers are combined and concentrated to yield the titled compound. Starting materials: IC1=C(C(=C(C(=C1C(=O)NCC(COC(C)=O)OC(C)=O)I)C(=O)NCC(COC(C)=O)OC(C)=O)I)NC(=O)NC1=C(C(=C(C(=C1I)C(=O)NCC(COC(C)=O)OC(C)=O)I)C(=O)NCC(COC(C)=O)OC(C)=O)I (N,N'-bis[2,4,6-triiodo-3,5-bis(2,3-diacetoxypropylaminocarbonyl)phenyl]-urea), [OH-].[Na+] (NaOH). Run in O (water), CO (methanol). Run at temperature 40 celsius, time 6 hour. Product: IC1=C(C(=C(C(=C1C(=O)NCC(CO)O)I)C(=O)NCC(CO)O)I)NC(=O)NC1=C(C(=C(C(=C1I)C(=O)NCC(CO)O)I)C(=O)NCC(CO)O)I (N,N'-bis[2,4,6-triiodo-3,5-bis(2,3-dihydroxypropylaminocarbonyl) phenyl]-urea). Reaction SMILES: [I:1][C:2]1[C:7]([C:8]([NH:10][CH2:11][CH:12]([O:18]C(=O)C)[CH2:13][O:14]C(=O)C)=[O:9])=[C:6]([I:22])[C:5]([C:23]([NH:25][CH2:26][CH:27]([O:33]C(=O)C)[CH2:28][O:29]C(=O)C)=[O:24])=[C:4]([I:37])[C:3]=1[NH:38][C:39]([NH:41][C:42]1[C:47]([I:48])=[C:46]([C:49]([NH:51][CH2:52][CH:53]([O:59]C(=O)C)[CH2:54][O:55]C(=O)C)=[O:50])[C:45]([I:63])=[C:44]([C:64]([NH:66][CH2:67][CH:68]([O:74]C(=O)C)[CH2:69][O:70]C(=O)C)=[O:65])[C:43]=1[I:78])=[O:40].[OH-].[Na+]>O.CO>[I:1][C:2]1[C:7]([C:8]([NH:10][CH2:11][CH:12]([OH:18])[CH2:13][OH:14])=[O:9])=[C:6]([I:22])[C:5]([C:23]([NH:25][CH2:26][CH:27]([OH:33])[CH2:28][OH:29])=[O:24])=[C:4]([I:37])[C:3]=1[NH:38][C:39]([NH:41][C:42]1[C:47]([I:48])=[C:46]([C:49]([NH:51][CH2:52][CH:53]([OH:59])[CH2:54][OH:55])=[O:50])[C:45]([I:63])=[C:44]([C:64]([NH:66][CH2:67][CH:68]([OH:74])[CH2:69][OH:70])=[O:65])[C:43]=1[I:78])=[O:40] |f:1.2|. Procedure: N,N'-bis[2,4,6-triiodo-3,5-bis(2,3-diacetoxypropylaminocarbonyl)phenyl]-urea (4.0 g, 2.26 mmol) was dissolved in a 1:1 mixture of water and methanol (25 ml) containing NaOH (1.44 g, 36 mmol). After stirring for 6 h at 40° C., the solution was treated with a strongly acidic ion exchange resin (Amberlyst 15), the solvent was separated and evaporated to give pure product. Yield: 3.24 g (100%). Reactants: O=C1CCC(=O)N1Cl, CSc1nc(N)nc(-c2ccco2)c1C#N, CN(C)C=O. Product: CSc1nc(N)nc(-c2ccc(Cl)o2)c1C#N. Reaction SMILES: [Cl:17][N:18]1[C:19](=[O:20])[CH2:21][CH2:22][C:23]1=[O:24].[NH2:1][c:2]1[n:3][c:4]([S:15][CH3:16])[c:5]([C:13]#[N:14])[c:6](-[c:8]2[o:9][cH:10][cH:11][cH:12]2)[n:7]1.[O:25]=[CH:26][N:27]([CH3:28])[CH3:29]>>[NH2:1][c:2]1[n:3][c:4]([S:15][CH3:16])[c:5]([C:13]#[N:14])[c:6](-[c:8]2[o:9][c:10]([Cl:17])[cH:11][cH:12]2)[n:7]1. Starting materials: BrC1=CC=C2CC(N(CC2=C1)C1=NC(=NC(=C1)N1CCN(CC1)C)N)C (4-(7-bromo-3-methyl-3,4-dihydroisoquinolin-2(1H)-yl)-6-(4-methylpiperazin-1-yl)pyrimidin-2-amine), CC1(OB(OC1(C)C)C=1C=NN(C1)CCC(=O)N)C (3-[4-(4,4,5,5-tetramethyl-1,3,2-dioxaborolan-2-yl)-1H-pyrazol-1-yl]propanamide), C([O-])(O)=O.[Na+] (sodium bicarbonate). The reagents and catalysts are C=1C=CC(=CC1)[P](C=2C=CC=CC2)(C=3C=CC=CC3)[Pd]([P](C=4C=CC=CC4)(C=5C=CC=CC5)C=6C=CC=CC6)([P](C=7C=CC=CC7)(C=8C=CC=CC8)C=9C=CC=CC9)[P](C=1C=CC=CC1)(C=1C=CC=CC1)C=1C=CC=CC1 (tetrakis(triphenylphosphine)palladium(0)). Solvent: O1CCOCC1 (1,4-dioxane), O (water), CO (methanol). Conditions: temperature 90 celsius, time 8 hour. Yields the product NC1=NC(=CC(=N1)N1CC2=CC(=CC=C2CC1C)C=1C=NN(C1)CCC(=O)N)N1CCN(CC1)C (3-(4-{2-[2-amino-6-(4-methylpiperazin-1-yl)pyrimidin-4-yl]-3-methyl-1,2,3,4-tetrahydroisoquinolin-7-yl}-1H-pyrazol-1-yl)propanamide). Isolated yield 33.6%. As a reaction SMILES: Br[C:2]1[CH:11]=[C:10]2[C:5]([CH2:6][CH:7]([CH3:26])[N:8]([C:12]3[CH:17]=[C:16]([N:18]4[CH2:23][CH2:22][N:21]([CH3:24])[CH2:20][CH2:19]4)[N:15]=[C:14]([NH2:25])[N:13]=3)[CH2:9]2)=[CH:4][CH:3]=1.CC1(C)C(C)(C)OB([C:35]2[CH:36]=[N:37][N:38]([CH2:40][CH2:41][C:42]([NH2:44])=[O:43])[CH:39]=2)O1.C(=O)(O)[O-].[Na+]>O1CCOCC1.O.CO.C1C=CC([P]([Pd]([P](C2C=CC=CC=2)(C2C=CC=CC=2)C2C=CC=CC=2)([P](C2C=CC=CC=2)(C2C=CC=CC=2)C2C=CC=CC=2)[P](C2C=CC=CC=2)(C2C=CC=CC=2)C2C=CC=CC=2)(C2C=CC=CC=2)C2C=CC=CC=2)=CC=1>[NH2:25][C:14]1[N:13]=[C:12]([N:8]2[CH:7]([CH3:26])[CH2:6][C:5]3[C:10](=[CH:11][C:2]([C:35]4[CH:36]=[N:37][N:38]([CH2:40][CH2:41][C:42]([NH2:44])=[O:43])[CH:39]=4)=[CH:3][CH:4]=3)[CH2:9]2)[CH:17]=[C:16]([N:18]2[CH2:19][CH2:20][N:21]([CH3:24])[CH2:22][CH2:23]2)[N:15]=1 |f:2.3,^1:63,65,84,103|. Reported procedure: A mixture of 4-(7-bromo-3-methyl-3,4-dihydroisoquinolin-2(1H)-yl)-6-(4-methylpiperazin-1-yl)pyrimidin-2-amine (10 mg, 0.02 mmol; Peak 1, Example 49, Step 7), 3-[4-(4,4,5,5-tetramethyl-1,3,2-dioxaborolan-2-yl)-1H-pyrazol-1-yl]propanamide (7.6 mg, 0.029 mmol), tetrakis(triphenylphosphine)palladium(0) (1.4 mg, 0.0012 mmol), and sodium bicarbonate (6.0 mg, 0.072 mmol) in 1,4-dioxane (0.2 mL) and water (0.1 mL) was stirred at 90° C. overnight. After cooling, it was diluted with methanol, and purified... Starting materials: OC1CN(Cc2ccccc2)CC1Oc1cccc2ccccc12, CCO. Yields the product OC1CNCC1Oc1cccc2ccccc12. Reaction SMILES: [CH2:1]([c:2]1[cH:3][cH:4][cH:5][cH:6][cH:7]1)[N:8]1[CH2:9][CH:10]([OH:24])[CH:11]([O:13][c:14]2[cH:15][cH:16][cH:17][c:18]3[cH:19][cH:20][cH:21][cH:22][c:23]23)[CH2:12]1.[CH3:25][CH2:26][OH:27]>>[NH:8]1[CH2:9][CH:10]([OH:24])[CH:11]([O:13][c:14]2[cH:15][cH:16][cH:17][c:18]3[cH:19][cH:20][cH:21][cH:22][c:23]23)[CH2:12]1. Reactants: C1COCCN1, CCCCO, CCN(C(C)C)C(C)C, COc1cc(Nc2nc(Cl)nc(Cl)c2F)n[nH]1. Product: COc1cc(Nc2nc(Cl)nc(N3CCOCC3)c2F)n[nH]1. As a reaction SMILES: [CH2:1]1[CH2:2][O:3][CH2:4][CH2:5][NH:6]1.[CH2:33]([OH:34])[CH2:35][CH2:36][CH3:37].[CH:24]([N:25]([CH2:26][CH3:27])[CH:28]([CH3:29])[CH3:30])([CH3:31])[CH3:32].[Cl:7][c:8]1[n:9][c:10]([Cl:23])[c:11]([F:22])[c:12]([NH:14][c:15]2[n:16][nH:17][c:18]([O:20][CH3:21])[cH:19]2)[n:13]1>>[CH2:1]1[CH2:2][O:3][CH2:4][CH2:5][N:6]1[c:10]1[n:9][c:8]([Cl:7])[n:13][c:12]([NH:14][c:15]2[n:16][nH:17][c:18]([O:20][CH3:21])[cH:19]2)[c:11]1[F:22].